Dataset: the Open Reaction Database (ORD), a public repository of structured organic reaction records. Task: describe an organic reaction: reactants, conditions, products, and yield Reactants: CCOc1noc2c1CCCC2, CC(=O)O, CCOCC, [Na+], [Na+], [Na+], O=[Cr](=O)([O-])O[Cr](=O)(=O)[O-], [OH-], O=S(=O)(O)O. Product: CCOc1noc2c1C(=O)CCC2. Reaction SMILES: [CH2:1]([CH3:2])[O:3][c:4]1[n:5][o:6][c:7]2[c:8]1[CH2:9][CH2:10][CH2:11][CH2:12]2.[CH3:31][C:32](=[O:33])[OH:34].[CH3:35][CH2:36][O:37][CH2:38][CH3:39].[Na+:18].[Na+:19].[Na+:30].[O-:20][Cr:21]([O:22][Cr:23](=[O:24])(=[O:25])[O-:26])(=[O:27])=[O:28].[OH-:29].[S:13]([OH:14])(=[O:15])(=[O:16])[OH:17]>>[CH2:1]([CH3:2])[O:3][c:4]1[n:5][o:6][c:7]2[c:8]1[C:9](=[O:14])[CH2:10][CH2:11][CH2:12]2. The reactants are OCc1cc(F)cc(Br)c1F, ClCCl. Yields the product Fc1cc(Br)c(F)c(CCl)c1. As a reaction SMILES: [Br:1][c:2]1[c:3]([F:11])[c:4]([CH2:9][OH:10])[cH:5][c:6]([F:8])[cH:7]1.[CH2:12]([Cl:13])[Cl:14]>>[Br:1][c:2]1[c:3]([F:11])[c:4]([CH2:9][Cl:13])[cH:5][c:6]([F:8])[cH:7]1.